This data is from the Open Reaction Database (ORD), a public repository of structured organic reaction records. The task is: describe an organic reaction: reactants, conditions, products, and yield Reactants: C, COCOc1cc(-c2ccc(OCc3ccccc3)cc2)on1, CO, C1CCOC1, [Pd]. Yields the product COCOc1cc(-c2ccc(O)cc2)on1. RXN SMILES: [C:31].[CH2:1]([c:2]1[cH:3][cH:4][cH:5][cH:6][cH:7]1)[O:8][c:9]1[cH:10][cH:11][c:12](-[c:15]2[cH:16][c:17]([O:20][CH2:21][O:22][CH3:23])[n:18][o:19]2)[cH:13][cH:14]1.[CH3:24][OH:25].[O:26]1[CH2:27][CH2:28][CH2:29][CH2:30]1.[Pd:32]>>[OH:8][c:9]1[cH:10][cH:11][c:12](-[c:15]2[cH:16][c:17]([O:20][CH2:21][O:22][CH3:23])[n:18][o:19]2)[cH:13][cH:14]1. The reactants are COC(=O)c1nc(Br)cnc1O, CO, Cl, N. Yields the product NC(=O)c1nc(Br)cnc1O. Reaction SMILES: [Br:1][c:2]1[cH:3][n:4][c:5]([OH:12])[c:6]([C:8](=[O:9])[O:10][CH3:11])[n:7]1.[CH3:15][OH:16].[ClH:14].[NH3:13]>>[Br:1][c:2]1[cH:3][n:4][c:5]([OH:12])[c:6]([C:8](=[O:9])[NH2:13])[n:7]1. The reactants are NC(C(C(CC1=CC=CC=C1)NC(=O)C=1C(=NC=CC1)C=1SC2=C(N1)C=CC=C2)O)=O (N-(4-Amino-3-hydroxy-4-oxo-1-phenylbutan-2-yl)-2-(1,3-benzothiazol-2-yl)pyridine-3-carboxamide), ClCCl (dichloromethane), ClC(C(=O)O)Cl (dichloroacetic acid). The solvent is CS(=O)C (DMSO). Product: NC(C(C(CC1=CC=CC=C1)NC(=O)C=1C(=NC=CC1)C=1SC2=C(N1)C=CC=C2)=O)=O (N-(4-Amino-3,4-dioxo-1-phenylbutan-2-yl)-2-(1,3-benzothiazol-2-yl)pyridine-3-carboxamide). Isolated yield 52.1%. Reaction SMILES: [NH2:1][C:2](=[O:31])[CH:3]([OH:30])[CH:4]([NH:12][C:13]([C:15]1[C:16]([C:21]2[S:22][C:23]3[CH:29]=[CH:28][CH:27]=[CH:26][C:24]=3[N:25]=2)=[N:17][CH:18]=[CH:19][CH:20]=1)=[O:14])[CH2:5][C:6]1[CH:11]=[CH:10][CH:9]=[CH:8][CH:7]=1.ClCCl.ClC(Cl)C(O)=O>CS(C)=O>[NH2:1][C:2](=[O:31])[C:3](=[O:30])[CH:4]([NH:12][C:13]([C:15]1[C:16]([C:21]2[S:22][C:23]3[CH:29]=[CH:28][CH:27]=[CH:26][C:24]=3[N:25]=2)=[N:17][CH:18]=[CH:19][CH:20]=1)=[O:14])[CH2:5][C:6]1[CH:7]=[CH:8][CH:9]=[CH:10][CH:11]=1. Procedure details: To a solution of N-(4-Amino-3-hydroxy-4-oxo-1-phenylbutan-2-yl)-2-(1,3-benzothiazol-2-yl)pyridine-3-carboxamide (0.5 g, 1.16 mmol) in 1.5 ml of DMSO und 15 ml of dichloromethane 3.04 g N-cyclohexylcarbodiimid-N′-methylpolystyrole (1.9 mmol/g; 5.78 mmol) and 0.24 ml dichloroacetic acid (0.38 g, 2.89 mmol) were added, and the reaction mixture stirred over night at room temperature. For work up the polymer was filtered off, washed with dichloromethane, and the combined organic layers evaporated to ...